describe an organic reaction: reactants, conditions, products, and yield From a dataset of the Open Reaction Database (ORD), a public repository of structured organic reaction records. Starting materials: ClC=1C=C(C=CC1)[C@H]([C@@H](C1=CC=C(C=C1)Cl)N(C(C=C)=O)C(C1CC1)C1CC1)C=C (N-((1S,2R)-2-(3-chlorophenyl)-1-(4-chlorophenyl)but-3-enyl)-N-(dicyclopropylmethyl)acrylamide), 1,3-bis-(2,4,6-trimethylphenyl)-2-(imidazolidinylidene)(dichlorophenylmethylene)(tricyclohexylphosphine)ruthenium. Solvent: ClCCCl (DCE). Run at temperature 70 celsius, time 18 hour. The product is ClC=1C=C(C=CC1)[C@H]1C=CC(N([C@@H]1C1=CC=C(C=C1)Cl)C(C1CC1)C1CC1)=O ((5R,6S)-5-(3-chlorophenyl)-6-(4-chlorophenyl)-1-(dicyclopropylmethyl)-5,6-dihydropyridin-2(1H)-one). RXN SMILES: [Cl:1][C:2]1[CH:3]=[C:4]([C@@H:8]([CH:29]=[CH2:30])[C@H:9]([N:17]([CH:22]([CH:26]2[CH2:28][CH2:27]2)[CH:23]2[CH2:25][CH2:24]2)[C:18](=[O:21])C=C)[C:10]2[CH:15]=[CH:14][C:13]([Cl:16])=[CH:12][CH:11]=2)[CH:5]=[CH:6][CH:7]=1>ClCCCl>[Cl:1][C:2]1[CH:3]=[C:4]([C@@H:8]2[C@@H:9]([C:10]3[CH:15]=[CH:14][C:13]([Cl:16])=[CH:12][CH:11]=3)[N:17]([CH:22]([CH:26]3[CH2:27][CH2:28]3)[CH:23]3[CH2:24][CH2:25]3)[C:18](=[O:21])[CH:30]=[CH:29]2)[CH:5]=[CH:6][CH:7]=1. Procedure: To a solution of 2.1 g (4.77 mmol) of N-((1S,2R)-2-(3-chlorophenyl)-1-(4-chlorophenyl)but-3-enyl)-N-(dicyclopropylmethyl)acrylamide (Example 115, Step G) in 50 mL of DCE was added 160 mg of 1,3-bis-(2,4,6-trimethylphenyl)-2-(imidazolidinylidene)(dichlorophenylmethylene)(tricyclohexylphosphine)ruthenium (“Grubb's 2nd Generation Catalyst”). The resulting mixture was degassed two times and then heated to 70° C. for 18 h. Another 160 mg of Grubb's 2nd Generation Catalyst was added at that time and h... Reactants: C(C1=CC=CC=C1)(=O)C=1N2CCC(C2=CC1)C(=O)N(C1=CC=CC=C1)C (5-benzoyl-N-methyl-N-phenyl-2,3-dihydro-1H-pyrrolizine-1-carboxamide), [OH-].[Na+] (sodium hydroxide), CO (methanol). Run in O (water), O (water). The product is C=1C=CC(=CC1)C(=O)C2=CC=C3N2CCC3C(=O)O (ketorolac). Yield: 83.4%. RXN SMILES: [C:1]([C:9]1[N:10]2[C:14](=[CH:15][CH:16]=1)[CH:13]([C:17](N(C)C1C=CC=CC=1)=[O:18])[CH2:12][CH2:11]2)(=[O:8])[C:2]1[CH:7]=[CH:6][CH:5]=[CH:4][CH:3]=1.[OH-:27].[Na+].CO>O>[CH:5]1[CH:6]=[CH:7][C:2]([C:1]([C:9]2[N:10]3[CH2:11][CH2:12][CH:13]([C:17]([OH:18])=[O:27])[C:14]3=[CH:15][CH:16]=2)=[O:8])=[CH:3][CH:4]=1 |f:1.2|. Procedure: A mixture of 34.4 g (100 mmol) 5-benzoyl-N-methyl-N-phenyl-2,3-dihydro-1H-pyrrolizine-1-carboxamide, 25 g sodium hydroxide in 25 mL water, and 80 mL methanol was refluxed for 5 hours. The mixture was cooled to room temperature, stirred under nitrogen for sixteen hours, and then diluted with 80 mL of water. The mixture was extracted with toluene (2×50 mL), and the aqueous and organic phases were separated. The aqueous phase was acidified with 6 N hydrochloric acid (110 mL). The resulting precipit... Reactants: [Na] (sodium), C (charcoal), Cl.FC=1C=C(C=CC1)NN (m-fluorophenylhydrazine hydrochloride), C(C(=C)C)#N (methacrylonitrile). Run in CCCCCC (hexane), C(C)O (ethanol). Product: NC1=NN(CC1C)C1=CC(=CC=C1)F (3-Amino-1-(m-fluorophenyl)-4-methyl-2-pyrazoline). Reaction SMILES: [Na].Cl.[F:3][C:4]1[CH:5]=[C:6]([NH:10][NH2:11])[CH:7]=[CH:8][CH:9]=1.[C:12](#[N:16])[C:13]([CH3:15])=[CH2:14].C>CCCCCC.C(O)C>[NH2:16][C:12]1[CH:13]([CH3:15])[CH2:14][N:10]([C:6]2[CH:7]=[CH:8][CH:9]=[C:4]([F:3])[CH:5]=2)[N:11]=1 |f:1.2,^1:0|. Procedure details: A 1.38 g. amount of sodium metal is dissolved in 150 ml. of absolute ethanol, then 8.1 g. of m-fluorophenylhydrazine hydrochloride is added followed by 3.9 g. of methacrylonitrile. The reaction mixture is refluxed for 5 hours, then is evaporated to dryness in vacuo. Water is added to give a dark semi-solid precipitate. The aqueous is decanted then more water is added and the solid is collected by filtration. The solid is dissolved in dichloromethane and the solution is passed through a short col... Reactants: CC(=O)N1CCC(c2nsc(Nc3ncc(Br)cc3O)n2)CC1, C1CCOC1, CC(C)OC(=O)N=NC(=O)OC(C)C, O, c1ccc(P(c2ccccc2)c2ccccc2)cc1, OC1CCc2ncccc21. Reaction SMILES: [Br:1][c:2]1[cH:3][c:4]([OH:23])[c:5]([NH:8][c:9]2[n:10][c:11]([CH:14]3[CH2:15][CH2:16][N:17]([C:20]([CH3:21])=[O:22])[CH2:18][CH2:19]3)[n:12][s:13]2)[n:6][cH:7]1.[CH2:67]1[O:68][CH2:69][CH2:70][CH2:71]1.[O:53]=[C:54]([O:55][CH:56]([CH3:57])[CH3:58])[N:59]=[N:60][C:61]([O:62][CH:63]([CH3:64])[CH3:65])=[O:66].[OH2:72].[c:34]1([P:35]([c:36]2[cH:37][cH:38][cH:39][cH:40][cH:41]2)[c:42]2[cH:43][cH:44][cH:45][cH:46][cH:47]2)[cH:48][cH:49][cH:50][cH:51][cH:52]1.[n:24]1[c:25]2[c:26]([cH:27][cH:28][cH:29]1)[CH:30]([OH:33])[CH2:31][CH2:32]2>>[Br:1][c:2]1[cH:3][c:4]([O:23][CH:30]2[c:26]3[c:25]([n:24][cH:29][cH:28][cH:27]3)[CH2:32][CH2:31]2)[c:5]([NH:8][c:9]2[n:10][c:11]([CH:14]3[CH2:15][CH2:16][N:17]([C:20]([CH3:21])=[O:22])[CH2:18][CH2:19]3)[n:12][s:13]2)[n:6][cH:7]1. Product: CC(=O)N1CCC(c2nsc(Nc3ncc(Br)cc3OC3CCc4ncccc43)n2)CC1. The reactants are Cl.C1(=CC=CC=C1)N1C(C(C2=CC=CC=C12)CC1=CC=NC=C1)=O (1,3-dihydro-1-phenyl-3-(4-pyridinylmethyl)-2H-indol-2-one hydrochloride), [OH-].[Na+] (NaOH), BrCCCC(=O)OCC (ethyl 4-bromobutyrate), ice. The solvent is C(Cl)Cl (CH2Cl2), C1CCOC1 (THF). Conditions: time 30 minute. Product: Cl.C(C)OC(CCCC1(C(N(C2=CC=CC=C12)C1=CC=CC=C1)=O)CC1=CC=NC=C1)=O (2,3-Dihydro-2-oxo-1-phenyl-3-(4-pyridinylmethyl)-1H-indole-3-butanoic acid ethyl ester Hydrochloride). RXN SMILES: [ClH:1].[C:2]1([N:8]2[C:16]3[C:11](=[CH:12][CH:13]=[CH:14][CH:15]=3)[CH:10]([CH2:17][C:18]3[CH:23]=[CH:22][N:21]=[CH:20][CH:19]=3)[C:9]2=[O:24])[CH:7]=[CH:6][CH:5]=[CH:4][CH:3]=1.[OH-].[Na+].Br[CH2:28][CH2:29][CH2:30][C:31]([O:33][CH2:34][CH3:35])=[O:32]>C(Cl)Cl.C1COCC1>[ClH:1].[CH2:34]([O:33][C:31](=[O:32])[CH2:30][CH2:29][CH2:28][C:10]1([CH2:17][C:18]2[CH:19]=[CH:20][N:21]=[CH:22][CH:23]=2)[C:11]2[C:16](=[CH:15][CH:14]=[CH:13][CH:12]=2)[N:8]([C:2]2[CH:3]=[CH:4][CH:5]=[CH:6][CH:7]=2)[C:9]1=[O:24])[CH3:35] |f:0.1,2.3,7.8|. Procedure: A solution of 1,3-dihydro-1-phenyl-3-(4-pyridinylmethyl)-2H-indol-2-one hydrochloride (33.7 g, 0.1 mol) in 200 ml CH2Cl2 was treated with 150 ml 1N NaOH. The organic phase was washed with water and brine, dried over anhydrous MgSO4, filtered, and concentrated to an oil which solidified on cooling. The "free base" was dissolved in 150 ml dry THF, cooled in an ice bath, treated with Nail (2.88 g, 0.12 mol), and stirred under dry nitrogen for 30 min. The mixture was treated with ethyl 4-bromobutyra...